From a dataset of the Open Reaction Database (ORD), a public repository of structured organic reaction records. describe an organic reaction: reactants, conditions, products, and yield The reactants are BrCc1ccccc1, CS(C)=O, [H-], [H][H], NCCCNc1ccccn1, [Na+], O. Yields the product NCCCN(Cc1ccccc1)c1ccccn1. RXN SMILES: [Br:16][CH2:17][c:18]1[cH:19][cH:20][cH:21][cH:22][cH:23]1.[CH3:24][S:25]([CH3:26])=[O:27].[H-:1].[H:14][H:15].[NH2:3][CH2:4][CH2:5][CH2:6][NH:7][c:8]1[n:9][cH:10][cH:11][cH:12][cH:13]1.[Na+:2].[OH2:28]>>[NH2:3][CH2:4][CH2:5][CH2:6][N:7]([c:8]1[n:9][cH:10][cH:11][cH:12][cH:13]1)[CH2:17][c:18]1[cH:19][cH:20][cH:21][cH:22][cH:23]1.